Task: describe an organic reaction: reactants, conditions, products, and yield. Dataset: the Open Reaction Database (ORD), a public repository of structured organic reaction records The reactants are c1ccc(COCn2ccnc2)cc1, CCCCCC, CCOCC, O=C(c1ccccc1)c1ccc(Cl)cc1, [Li]CCCC, C1CCOC1. The product is OC(c1ccccc1)(c1ccc(Cl)cc1)c1nccn1COCc1ccccc1. RXN SMILES: [CH2:1]([c:2]1[cH:3][cH:4][cH:5][cH:6][cH:7]1)[O:8][CH2:9][n:10]1[cH:11][n:12][cH:13][cH:14]1.[CH3:35][CH2:36][CH2:37][CH2:38][CH2:39][CH3:40].[CH3:41][CH2:42][O:43][CH2:44][CH3:45].[Cl:20][c:21]1[cH:22][cH:23][c:24]([C:25](=[O:26])[c:27]2[cH:28][cH:29][cH:30][cH:31][cH:32]2)[cH:33][cH:34]1.[Li:15][CH2:16][CH2:17][CH2:18][CH3:19].[O:46]1[CH2:47][CH2:48][CH2:49][CH2:50]1>>[CH2:1]([c:2]1[cH:3][cH:4][cH:5][cH:6][cH:7]1)[O:8][CH2:9][n:10]1[c:11]([C:25]([c:24]2[cH:23][cH:22][c:21]([Cl:20])[cH:34][cH:33]2)([OH:26])[c:27]2[cH:28][cH:29][cH:30][cH:31][cH:32]2)[n:12][cH:13][cH:14]1.